Task: describe an organic reaction: reactants, conditions, products, and yield. Dataset: the Open Reaction Database (ORD), a public repository of structured organic reaction records Reactants: BrC1=CC(=C(C=C1)C=C)F (4-Bromo-2-fluoro-1-vinyl-benzene). Reagents/catalysts: [Pd] (palladium-on-carbon). The solvent is C(C)(=O)OCC (ethyl acetate). Yields the product BrC1=CC(=C(C=C1)CC)F (4-Bromo-1-ethyl-2-fluoro-benzene). Reaction SMILES: [Br:1][C:2]1[CH:7]=[CH:6][C:5]([CH:8]=[CH2:9])=[C:4]([F:10])[CH:3]=1>C(OCC)(=O)C.[Pd]>[Br:1][C:2]1[CH:7]=[CH:6][C:5]([CH2:8][CH3:9])=[C:4]([F:10])[CH:3]=1. Procedure: 4-Bromo-2-fluoro-1-vinyl-benzene (1.80 g, 8.96 mmol) was dissolved in ethyl acetate (50 mL) and palladium-on-carbon (10%, 70 mg) was added and the mixture was hydrogenated under 1 atmosphere overnight. The mixture was filtered and the filtrate was concentrated to give the crude, 1.80 g, which was used directly for the next step. Reaction SMILES: [C:1]([CH3:2])([CH3:3])([CH3:4])[Si:5]([CH3:6])([CH3:7])[Cl:8].[NH2:19][c:20]1[cH:21][cH:22][cH:23][c:24]([OH:25])[cH:26]1.[O:14]=[CH:15][N:16]([CH3:17])[CH3:18].[OH2:27].[nH:9]1[cH:10][cH:11][n:12][cH:13]1>>[C:1]([CH3:2])([CH3:3])([CH3:4])[Si:5]([CH3:6])([CH3:7])[O:25][c:24]1[cH:23][cH:22][cH:21][c:20]([NH2:19])[cH:26]1. The reactants are CC(C)(C)[Si](C)(C)Cl, Nc1cccc(O)c1, CN(C)C=O, O, c1c[nH]cn1. Yields the product CC(C)(C)[Si](C)(C)Oc1cccc(N)c1. Reactants: C(C=1C(O)=CC=CC1)=O (Salicylaldehyde), NC1=C(C=C(C=C1)C1=NN(C2=NC=NC(=C21)N)[C@@H]2CC[C@H](CC2)N2CCN(CC2)C)Cl (trans-3-(4-amino-3-chlorophenyl)-1-[4-(4-methylpiperazino)cyclohexyl]-1H-pyrazolo[3,4-d]pyrimidin-4-amine). Run in C(C)O (ethanol). Run at time 48 hour. Yields the product NC1=C2C(=NC=N1)N(N=C2C2=CC(=C(C=C2)N=CC2=C(C=CC=C2)O)Cl)[C@@H]2CC[C@H](CC2)N2CCN(CC2)C (trans-2-[(4-{4-amino-1-[4-(4-methylpiperazino)cyclohexyl]-1H-pyrazolo[3,4-d]pyrimidin-3-yl}-2-chlorophenyl)imino]methylphenol). RXN SMILES: [CH:1](=O)[C:2]1[C:3](=[CH:5][CH:6]=[CH:7][CH:8]=1)[OH:4].[NH2:10][C:11]1[CH:16]=[CH:15][C:14]([C:17]2[C:25]3[C:20](=[N:21][CH:22]=[N:23][C:24]=3[NH2:26])[N:19]([C@H:27]3[CH2:32][CH2:31][C@H:30]([N:33]4[CH2:38][CH2:37][N:36]([CH3:39])[CH2:35][CH2:34]4)[CH2:29][CH2:28]3)[N:18]=2)=[CH:13][C:12]=1[Cl:40]>C(O)C>[NH2:26][C:24]1[N:23]=[CH:22][N:21]=[C:20]2[N:19]([C@H:27]3[CH2:32][CH2:31][C@H:30]([N:33]4[CH2:34][CH2:35][N:36]([CH3:39])[CH2:37][CH2:38]4)[CH2:29][CH2:28]3)[N:18]=[C:17]([C:14]3[CH:15]=[CH:16][C:11]([N:10]=[CH:1][C:2]4[CH:8]=[CH:7][CH:6]=[CH:5][C:3]=4[OH:4])=[C:12]([Cl:40])[CH:13]=3)[C:25]=12. Procedure details: Salicylaldehyde (0.033 g, 0.000274 mol) and trans-3-(4-amino-3-chlorophenyl)-1-[4-(4-methylpiperazino)cyclohexyl]-1H-pyrazolo[3,4-d]pyrimidin-4-amine (0.115 g, 0.000261 mol) were combined in absolute ethanol and stirred at ambient temperature for 48 hours. The reaction mixture was concentrated under reduced pressure and the residue dried overnight to yield trans-2-[(4-{4-amino-1-[4-(4-methylpiperazino)cyclohexyl]-1H-pyrazolo[3,4-d]pyrimidin-3-yl}-2-chlorophenyl)imino]methylphenol which was used ... Reactants: ClC1=NC(=C2N=C(N(C2=N1)C)CN1CC(C1)C1CCOCC1)N1CCOCC1 (2-chloro-9-methyl-6-morpholin-4-yl-8-[3-(tetrahydropyran-4-yl)azetidin-1-ylmethyl]-9H-purine), N1C(=NC2=C1C=CC=C2)CN ((1H-benzoimidazol-2-yl)methylamine), CC(C)C1=CC(=C(C(=C1)C(C)C)C2=C(C=CC=C2)P(C3CCCCC3)C4CCCCC4)C(C)C (Xphos), C(=O)([O-])[O-].[Cs+].[Cs+] (Cs2CO3), CN(C)C=O (DMF). The reagents and catalysts are C=1C=CC(=CC1)/C=C/C(=O)/C=C/C2=CC=CC=C2.C=1C=CC(=CC1)/C=C/C(=O)/C=C/C2=CC=CC=C2.C=1C=CC(=CC1)/C=C/C(=O)/C=C/C2=CC=CC=C2.[Pd].[Pd] (tris(dibenzylideneacetone)dipalladium). Run at temperature 150 celsius. The product is CNC1=NC2=C(N1C1=NC(=C3N=C(N(C3=N1)C)CN1CC(C1)C1CCOCC1)N1CCOCC1)C=CC=C2 (N-methyl-1-(9-methyl-6-morpholino-8-((3-(tetrahydro-2H-pyran-4-yl)azetidin-1-yl)methyl)-9H-purin-2-yl)-1H-benzo[d]imidazol-2-amine). Yield: 69.0%. As a reaction SMILES: Cl[C:2]1[N:10]=[C:9]2[C:5]([N:6]=[C:7]([CH2:12][N:13]3[CH2:16][CH:15]([CH:17]4[CH2:22][CH2:21][O:20][CH2:19][CH2:18]4)[CH2:14]3)[N:8]2[CH3:11])=[C:4]([N:23]2[CH2:28][CH2:27][O:26][CH2:25][CH2:24]2)[N:3]=1.[NH:29]1[C:33]2[CH:34]=[CH:35][CH:36]=[CH:37][C:32]=2[N:31]=[C:30]1CN.CC(C1C=C(C(C)C)C(C2C=CC=CC=2P(C2CCCCC2)C2CCCCC2)=C(C(C)C)C=1)C.C([O-])([O-])=O.[Cs+].[Cs+].[CH3:80][N:81](C=O)C>C1C=CC(/C=C/C(/C=C/C2C=CC=CC=2)=O)=CC=1.C1C=CC(/C=C/C(/C=C/C2C=CC=CC=2)=O)=CC=1.C1C=CC(/C=C/C(/C=C/C2C=CC=CC=2)=O)=CC=1.[Pd].[Pd]>[CH3:80][NH:81][C:30]1[N:29]([C:2]2[N:10]=[C:9]3[C:5]([N:6]=[C:7]([CH2:12][N:13]4[CH2:16][CH:15]([CH:17]5[CH2:18][CH2:19][O:20][CH2:21][CH2:22]5)[CH2:14]4)[N:8]3[CH3:11])=[C:4]([N:23]3[CH2:28][CH2:27][O:26][CH2:25][CH2:24]3)[N:3]=2)[C:33]2[CH:34]=[CH:35][CH:36]=[CH:37][C:32]=2[N:31]=1 |f:3.4.5,7.8.9.10.11|. Procedure: A mixture of 2-chloro-9-methyl-6-morpholin-4-yl-8-[3-(tetrahydropyran-4-yl)azetidin-1-ylmethyl]-9H-purine (120 mg, 0.29 mmol), (1H-benzoimidazol-2-yl)methylamine (52 mg, 0.35 mmol), tris(dibenzylideneacetone)dipalladium (14 mg, 0.01 mmol), Xphos (28 mg, 0.06 mmol) and Cs2CO3 (192 mg, 0.59 mmol) in DMF (2.5 mL) was purged with argon then heated at 150° C. for 30 min in a microwave reactor. The reaction mixture was filtered through a pad of celite, washing with EtOAc. The filtrate was concentrated...